From a dataset of the Open Reaction Database (ORD), a public repository of structured organic reaction records. describe an organic reaction: reactants, conditions, products, and yield The product is COC=1C=C(C(=O)N2CC(CC2)(CCO)C2=CC(=C(C=C2)OC)OC)C=C(C1OC)OC (1-(3,4,5-trimethoxybenzoyl)-3-(3,4-dimethoxyphenyl)-3-(2-hydroxyethyl)pyrrolidine). As a reaction SMILES: [CH3:1][O:2][C:3]1[CH:4]=[C:5]([C:11]2([CH2:16][CH2:17][OH:18])[CH2:15][CH2:14][NH:13][CH2:12]2)[CH:6]=[CH:7][C:8]=1[O:9][CH3:10].C(=O)([O-])[O-].[Na+].[Na+].[CH3:25][O:26][C:27]1[CH:28]=[C:29]([CH:33]=[C:34]([O:38][CH3:39])[C:35]=1[O:36][CH3:37])[C:30](Cl)=[O:31].C(=O)(O)[O-].[Na+]>C(OCC)(=O)C.O.C(OCC)(=O)C.ClCCl.ClCCl.CO>[CH3:39][O:38][C:34]1[CH:33]=[C:29]([CH:28]=[C:27]([O:26][CH3:25])[C:35]=1[O:36][CH3:37])[C:30]([N:13]1[CH2:14][CH2:15][C:11]([C:5]2[CH:6]=[CH:7][C:8]([O:9][CH3:10])=[C:3]([O:2][CH3:1])[CH:4]=2)([CH2:16][CH2:17][OH:18])[CH2:12]1)=[O:31] |f:1.2.3,5.6,7.8,11.12|. Starting materials: COC=1C=C(C=CC1OC)C1(CNCC1)CCO (3-(3,4-dimethoxyphenyl)-3-(2-hydroxyethyl)pyrrolidine), COC=1C=C(C(=O)Cl)C=C(C1OC)OC (3,4,5-trimethoxybenzoyl chloride), C([O-])([O-])=O.[Na+].[Na+] (sodium carbonate), C([O-])(O)=O.[Na+] (sodium bicarbonate). Reaction conditions: temperature -5 celsius, time 18 hour. Procedure details: Combine 3-(3,4-dimethoxyphenyl)-3-(2-hydroxyethyl)pyrrolidine (5.34 g, 21.2 mmol) and sodium carbonate (1.24 g, 11.7 mmol) in ethyl acetate/water (4/1) (120 mL). Cool the reaction mixture to −5° C. with an salt-ice bath. Slowly, add 3,4,5-trimethoxybenzoyl chloride (5.14 g, 22.3 mmol) as a solution in ethyl acetate (60 mL) at a rate such that the temperature of the reaction mixture does not rise above 0° C. Maintain the reaction temperature at about 0° C. After 18 hours, separate the organic lay... Solvent: ClCCl.CO (dichloromethane methanol), C(C)(=O)OCC (ethyl acetate), ClCCl (dichloromethane), C(C)(=O)OCC.O (ethyl acetate water).